This data is from the Open Reaction Database (ORD), a public repository of structured organic reaction records. The task is: describe an organic reaction: reactants, conditions, products, and yield Starting materials: [N+](=O)([O-])C1=C2C(C(=O)OC2=O)=CC=C1 (3-nitrophthalic anhydride), CC=1NC2=CC=CC=C2C1 (2-methylindole). The solvent is C1(=CC=CC=C1)C (toluene). Reaction conditions: temperature 100 celsius. Product: C(=O)(O)C1=C(C(=O)C2=C(NC3=CC=CC=C23)C)C=CC=C1[N+](=O)[O-] (3-(2'-carboxy-3'-nitro-benzoyl)-2-methyl indole), C(=O)(O)C1=C(C(=O)C2=C(NC3=CC=CC=C23)C)C(=CC=C1)[N+](=O)[O-] (3-(2'-carboxy-6'-nitro-benzoyl)-2-methyl indole). As a reaction SMILES: [N+:1]([C:4]1[CH:14]=[CH:13][CH:12]=[C:6]2[C:7]([O:9][C:10](=[O:11])[C:5]=12)=[O:8])([O-:3])=[O:2].[CH3:15][C:16]1[NH:17][C:18]2[C:23]([CH:24]=1)=[CH:22][CH:21]=[CH:20][CH:19]=2>C1(C)C=CC=CC=1>[C:10]([C:5]1[C:4]([N+:1]([O-:3])=[O:2])=[CH:14][CH:13]=[CH:12][C:6]=1[C:7]([C:24]1[C:23]2[C:18](=[CH:19][CH:20]=[CH:21][CH:22]=2)[NH:17][C:16]=1[CH3:15])=[O:8])([OH:9])=[O:11].[C:7]([C:6]1[CH:12]=[CH:13][CH:14]=[C:4]([N+:1]([O-:3])=[O:2])[C:5]=1[C:10]([C:24]1[C:23]2[C:18](=[CH:19][CH:20]=[CH:21][CH:22]=2)[NH:17][C:16]=1[CH3:15])=[O:11])([OH:9])=[O:8]. Procedure: A mixture of 19,3 g 3-nitrophthalic anhydride, 13,1 g 2-methylindole and 60 ml toluene is heated for 3 hours at 100° C and cooled to 25° C. The precipitate thus obtained is filtered off, washed with toluene and methanol and dried in vacuo 80° C to yield 25,9 g (80% of theory) of the two isomers 3-(2'-carboxy-3'-nitro-benzoyl)-2-methyl indole and 3-(2'-carboxy-6'-nitro-benzoyl)-2-methyl indole, having a melting point of 199° - 202° C.